This data is from the Open Reaction Database (ORD), a public repository of structured organic reaction records. The task is: describe an organic reaction: reactants, conditions, products, and yield The reactants are C1(=CC=C(C=C1)C=O)C1=CC=CC=C1 (biphenyl-4-carbaldehyde), C1=C(C=CC2=CC=CC=C12)C(C)=O (1-(naphthalen-2-yl)ethanone). Procedure: Synthesised according to example 1.59.1 using biphenyl-4-carbaldehyde (5.0 g, 29.3 mmol) and 1-(naphthalen-2-yl)ethanone (5.35 g, 29.3 mmol); yellow solid; yield: 7.80 g (79%); Product: C1(=CC=C(C=C1)C=CC(=O)C1=CC2=CC=CC=C2C=C1)C1=CC=CC=C1 (3-(Biphenyl-4-yl)-1-(naphthalen-2-yl)prop-2-en-1-one). Reaction SMILES: [C:1]1([C:9]2[CH:14]=[CH:13][CH:12]=[CH:11][CH:10]=2)[CH:6]=[CH:5][C:4]([CH:7]=O)=[CH:3][CH:2]=1.[CH:15]1[C:24]2[C:19](=[CH:20][CH:21]=[CH:22][CH:23]=2)[CH:18]=[CH:17][C:16]=1[C:25](=[O:27])[CH3:26]>>[C:1]1([C:9]2[CH:14]=[CH:13][CH:12]=[CH:11][CH:10]=2)[CH:6]=[CH:5][C:4]([CH:7]=[CH:26][C:25]([C:16]2[CH:17]=[CH:18][C:19]3[C:24](=[CH:23][CH:22]=[CH:21][CH:20]=3)[CH:15]=2)=[O:27])=[CH:3][CH:2]=1. The reactants are ClC1=NN2C(C(=C(C(=C2)C2=CC=NN2C2=CC=C(C#N)C=C2)C)C2=CC(=CC=C2)C(F)(F)F)=N1 (4-{5-[2-chloro-7-methyl-8-(3-trifluoromethyl-phenyl)-[1,2,4]triazolo[1,5-a]pyridin-6-yl]-pyrazol-1-yl}-benzonitrile), CN(CCCCN)C (N,N-dimethyl-butane-1,4-diamine), CN(CCCNC1=NN2C(C(=C(C(=C2)C2=CC=NN2C2=CC=C(C#N)C=C2)C)C2=CC(=CC=C2)C(F)(F)F)=N1)C (4-{5-[2-(3-Dimethylamino-propylamino)-7-methyl-8-(3-trifluoromethyl-phenyl)-[1,2,4]triazolo[1,5-a]pyridin-6-yl]-pyrazol-1-yl}-benzonitrile). Yields the product CN(CCCCNC1=NN2C(C(=C(C(=C2)C2=CC=NN2C2=CC=C(C#N)C=C2)C)C2=CC(=CC=C2)C(F)(F)F)=N1)C (4-{5-[2-(4-Dimethylamino-butylamino)-7-methyl-8-(3-trifluoromethyl-phenyl)-[1,2,4]triazolo[1,5-a]pyridin-6-yl]-pyrazol-1-yl}-benzonitrile). As a reaction SMILES: Cl[C:2]1[N:34]=[C:5]2[C:6]([C:24]3[CH:29]=[CH:28][CH:27]=[C:26]([C:30]([F:33])([F:32])[F:31])[CH:25]=3)=[C:7]([CH3:23])[C:8]([C:10]3[N:14]([C:15]4[CH:22]=[CH:21][C:18]([C:19]#[N:20])=[CH:17][CH:16]=4)[N:13]=[CH:12][CH:11]=3)=[CH:9][N:4]2[N:3]=1.[CH3:35][N:36]([CH3:42])[CH2:37][CH2:38][CH2:39][CH2:40][NH2:41].CN(C)CCCNC1N=C2C(C3C=CC=C(C(F)(F)F)C=3)=C(C)C(C3N(C4C=CC(C#N)=CC=4)N=CC=3)=CN2N=1>>[CH3:35][N:36]([CH3:42])[CH2:37][CH2:38][CH2:39][CH2:40][NH:41][C:2]1[N:34]=[C:5]2[C:6]([C:24]3[CH:29]=[CH:28][CH:27]=[C:26]([C:30]([F:33])([F:32])[F:31])[CH:25]=3)=[C:7]([CH3:23])[C:8]([C:10]3[N:14]([C:15]4[CH:22]=[CH:21][C:18]([C:19]#[N:20])=[CH:17][CH:16]=4)[N:13]=[CH:12][CH:11]=3)=[CH:9][N:4]2[N:3]=1. Procedure details: The title compound was prepared from 4-{5-[2-chloro-7-methyl-8-(3-trifluoromethyl-phenyl)-[1,2,4]triazolo[1,5-a]pyridin-6-yl]-pyrazol-1-yl}-benzonitrile (Int. 19, 93 mg, 0.19 mmol) and N,N-dimethyl-butane-1,4-diamine (1.0 mL) using a similar method to that used in Example 28 (47 mg). The product is C1(=CC=CC=C1)C(N1C=NC(=C1)CCC(=O)N1CCN(CC1)C1=C(C=C(C=C1)N1C(O[C@H](C1)COC1=NOC=C1)=O)F)(C1=CC=CC=C1)C1=CC=CC=C1 (3-(4-(4-(3-(1-Triphenylmethyl-4-imidazolyl)propanoyl)-piperazin-1-yl)-3-fluorophenyl)-5(R)-(isoxazol-3-yloxymethyl)oxazolidin-2-one). Conditions: time 30 minute. Run in ClCCl (dichloromethane), ClCCl (dichloromethane). Reactants: C1(=CC=CC=C1)C(N1C=NC(=C1)CCC(=O)O)(C1=CC=CC=C1)C1=CC=CC=C1 (3-(1-Triphenylmethyl-4-imidazolyl)propionic acid), C1(CCCCC1)N=C=NC1CCCCC1 (dicyclohexylcarbodiimide), ON1N=NC2=C1C=CC=C2 (1-hydroxybenzotriazole), Cl.Cl.N1(CCNCC1)C1=C(C=C(C=C1)N1C(O[C@H](C1)COC1=NOC=C1)=O)F (3-(4-(piperazin-1-yl)-3-fluorophenyl)-5(R)-(isoxazol-3-yloxymethyl)oxazolidin-2-one dihydrochloride), C(C)(C)N(C(C)C)CC (N,N-diisopropylethylamine). Reaction SMILES: [C:1]1([C:7]([C:24]2[CH:29]=[CH:28][CH:27]=[CH:26][CH:25]=2)([C:18]2[CH:23]=[CH:22][CH:21]=[CH:20][CH:19]=2)[N:8]2[CH:12]=[C:11]([CH2:13][CH2:14][C:15](O)=[O:16])[N:10]=[CH:9]2)[CH:6]=[CH:5][CH:4]=[CH:3][CH:2]=1.C1(N=C=NC2CCCCC2)CCCCC1.ON1C2C=CC=CC=2N=N1.Cl.Cl.[N:57]1([C:63]2[CH:68]=[CH:67][C:66]([N:69]3[CH2:73][C@H:72]([CH2:74][O:75][C:76]4[CH:80]=[CH:79][O:78][N:77]=4)[O:71][C:70]3=[O:81])=[CH:65][C:64]=2[F:82])[CH2:62][CH2:61][NH:60][CH2:59][CH2:58]1.C(N(CC)C(C)C)(C)C>ClCCl>[C:24]1([C:7]([C:1]2[CH:6]=[CH:5][CH:4]=[CH:3][CH:2]=2)([C:18]2[CH:19]=[CH:20][CH:21]=[CH:22][CH:23]=2)[N:8]2[CH:12]=[C:11]([CH2:13][CH2:14][C:15]([N:60]3[CH2:59][CH2:58][N:57]([C:63]4[CH:68]=[CH:67][C:66]([N:69]5[CH2:73][C@H:72]([CH2:74][O:75][C:76]6[CH:80]=[CH:79][O:78][N:77]=6)[O:71][C:70]5=[O:81])=[CH:65][C:64]=4[F:82])[CH2:62][CH2:61]3)=[O:16])[N:10]=[CH:9]2)[CH:29]=[CH:28][CH:27]=[CH:26][CH:25]=1 |f:3.4.5|. The yield is 63.3%. Procedure: 3-(1-Triphenylmethyl-4-imidazolyl)propionic acid (420 mg, 1.1 mmol) was suspended in dichloromethane (10 ml) under nitrogen, and treated successively with dicyclohexylcarbodiimide (227 mg, 1.1 mmol) and 1-hydroxybenzotriazole (149 mg, 1.1 mmol), then stirred at ambient temperature for 30 minutes. To it was added a solution of 3-(4-(piperazin-1-yl)-3-fluorophenyl)-5(R)-(isoxazol-3-yloxymethyl)oxazolidin-2-one dihydrochloride (435 mg, 1 mmol) and N,N-diisopropylethylamine (258 mg, 2 mmol) in dichl... As a reaction SMILES: [NH2:1][C:2]1[CH:7]=[CH:6][CH:5]=[CH:4][C:3]=1[N:8]1[C:16]2[C:11](=[CH:12][CH:13]=[CH:14][CH:15]=2)[CH2:10][CH2:9]1.Cl.[CH3:18][C:19](C)=[O:20].C(Cl)(=O)C>C(N(CC)CC)C>[C:19]([NH:1][C:2]1[CH:7]=[CH:6][CH:5]=[CH:4][C:3]=1[N:8]1[C:16]2[C:11](=[CH:12][CH:13]=[CH:14][CH:15]=2)[CH2:10][CH2:9]1)(=[O:20])[CH3:18]. Run at time 18 hour. The product is C(C)(=O)NC1=C(C=CC=C1)N1CCC2=CC=CC=C12 (1-(2-acetamidophenyl)indoline). Starting materials: Cl (HCl), CC(=O)C (acetone), NC1=C(C=CC=C1)N1CCC2=CC=CC=C12 (1-(2-amino-phenyl)indoline), C(C)(=O)Cl (acetyl chloride). Procedure: A stirred slurry, under N2, of 9.96 g of 1-(2-amino-phenyl)indoline.HCl and 300 ml of dry acetone is treated with 10.1 g of triethylamine over a 10 minute period. After cooling to 0°-5° C., 4.70 g of acetyl chloride is added dropwise over 0.5 hour. The mixture is stirred 18 hours at ambient temperature, then filtered. The filtrate is diluted with 100 ml of water and concentrated. When all the acetone is removed, the residue is filtered off, washed well with water, and dried to afford 1-(2-acetam... The solvent is C(C)N(CC)CC (triethylamine). Starting materials: [N+](=O)([O-])C1=CC=C(C=C1)CC(N)=S (2-(4-nitrophenyl)ethanethioamide), ClCC=O (chloroacetaldehyde), C(O)([O-])=O.[Na+] (sodium hydrogen carbonate). Run in C(C)O (ethanol). The product is [N+](=O)([O-])C1=CC=C(CC=2SC=CN2)C=C1 (2-(4-nitrobenzyl)-1,3-thiazole), oil. Isolated yield 39.0%. Reaction SMILES: [N+:1]([C:4]1[CH:9]=[CH:8][C:7]([CH2:10][C:11](=[S:13])[NH2:12])=[CH:6][CH:5]=1)([O-:3])=[O:2].Cl[CH2:15][CH:16]=O.C(=O)([O-])O.[Na+]>C(O)C>[N+:1]([C:4]1[CH:5]=[CH:6][C:7]([CH2:10][C:11]2[S:13][CH:15]=[CH:16][N:12]=2)=[CH:8][CH:9]=1)([O-:3])=[O:2] |f:2.3|. Reported procedure: A mixture of 2-(4-nitrophenyl)ethanethioamide (0.80 g), chloroacetaldehyde (40% aqueous solution, 2.88 g) and ethanol (20 mL) was heated under reflux for 15 hrs. Saturated aqueous sodium hydrogen carbonate was added to the reaction mixture, and the mixture was extracted with ethyl acetate. The organic layer was washed with saturated brine, dried over anhydrous magnesium sulfate and concentrated. The residue was subjected to silica gel column chromatography, and 2-(4-nitrobenzyl)-1,3-thiazole was... The reactants are C(C1=CC=CC=C1)(=O)O (Benzoic acid), [F-].[K+] (KF), N([C@@H](C)C(=O)N[C@@H](C(C)C)C(=O)N1[C@H](C(=O)CBr)CCC1)C(=O)OCC1=CC=CC=C1 (Z-Ala-Val-Pro-CH2—Br). The product is N([C@@H](C)C(=O)N[C@@H](C(C)C)C(=O)N1[C@H](C(=O)COC(=O)C2=CC=CC=C2)CCC1)C(=O)OCC1=CC=CC=C1 (Z-Ala-Val-Pro-CH2O—C(O)-Ph). As a reaction SMILES: [C:1]([OH:9])(=[O:8])[C:2]1[CH:7]=[CH:6][CH:5]=[CH:4][CH:3]=1.[F-].[K+].[NH:12]([C:33]([O:35][CH2:36][C:37]1[CH:42]=[CH:41][CH:40]=[CH:39][CH:38]=1)=[O:34])[C@H:13]([C:15]([NH:17][C@H:18]([C:22]([N:24]1[CH2:32][CH2:31][CH2:30][C@H:25]1[C:26]([CH2:28]Br)=[O:27])=[O:23])[CH:19]([CH3:21])[CH3:20])=[O:16])[CH3:14]>>[NH:12]([C:33]([O:35][CH2:36][C:37]1[CH:38]=[CH:39][CH:40]=[CH:41][CH:42]=1)=[O:34])[C@H:13]([C:15]([NH:17][C@H:18]([C:22]([N:24]1[CH2:32][CH2:31][CH2:30][C@H:25]1[C:26]([CH2:28][O:8][C:1]([C:2]1[CH:7]=[CH:6][CH:5]=[CH:4][CH:3]=1)=[O:9])=[O:27])=[O:23])[CH:19]([CH3:20])[CH3:21])=[O:16])[CH3:14] |f:1.2|. Reported procedure: Benzoic acid (0.275 g, 2.25 mmol), KF (0.131 mg, 2.25 mmol), 13 (0.56 g, 1.13 mmol). Product: COC1=CC=C(C=C1)C1=NN(C(C1)C1=CC=C(C=C1)NC(=S)NC1=CC=CC=C1)C1=CC=CC=C1 (3-(4-Methoxyphenyl)-5-[4-(3-phenylthioureido)phenyl]-1-phenyl-2-pyrazoline). Procedure: 3.4 g of 5-(4-aminophenyl)-3-(4-methoxyphenyl)-1-phenyl-2-pyrazoline and 1.5 g of phenyl isothiocyanate were reacted in acetonitrile for 5 hours at room temperature, and the product was reprecipitated from 30 ml of dimethylformamide-methanol to obtain 2.7 g of the desired end compound. m.p. 153°-156° C. Solvent: C(C)#N (acetonitrile). As a reaction SMILES: [NH2:1][C:2]1[CH:7]=[CH:6][C:5]([CH:8]2[N:12]([C:13]3[CH:18]=[CH:17][CH:16]=[CH:15][CH:14]=3)[N:11]=[C:10]([C:19]3[CH:24]=[CH:23][C:22]([O:25][CH3:26])=[CH:21][CH:20]=3)[CH2:9]2)=[CH:4][CH:3]=1.[C:27]1([N:33]=[C:34]=[S:35])[CH:32]=[CH:31][CH:30]=[CH:29][CH:28]=1>C(#N)C>[CH3:26][O:25][C:22]1[CH:21]=[CH:20][C:19]([C:10]2[CH2:9][CH:8]([C:5]3[CH:6]=[CH:7][C:2]([NH:1][C:34]([NH:33][C:27]4[CH:32]=[CH:31][CH:30]=[CH:29][CH:28]=4)=[S:35])=[CH:3][CH:4]=3)[N:12]([C:13]3[CH:18]=[CH:17][CH:16]=[CH:15][CH:14]=3)[N:11]=2)=[CH:24][CH:23]=1. Starting materials: NC1=CC=C(C=C1)C1CC(=NN1C1=CC=CC=C1)C1=CC=C(C=C1)OC (5-(4-aminophenyl)-3-(4-methoxyphenyl)-1-phenyl-2-pyrazoline), C1(=CC=CC=C1)N=C=S (phenyl isothiocyanate).